From a dataset of the Open Reaction Database (ORD), a public repository of structured organic reaction records. describe an organic reaction: reactants, conditions, products, and yield Reactants: CC1=C(C=CC=C1)C=1N=C2N(C=CC3=CC=CC=C23)C1 (2-(2-methylphenyl)imidazo[2,1-a]isoquinoline), N(=O)[O-].[Na+] (sodium nitrite). The solvent is O (water), C(C)(=O)O (acetic acid), O (water). Reaction conditions: time 1 hour. Product: NC1=C(N=C2N1C=CC1=CC=CC=C21)C2=C(C=CC=C2)C (3-Amino-2-(2-methylphenyl)imidazo[2,1-a]isoquinoline). The yield is 79.4%. RXN SMILES: [CH3:1][C:2]1[CH:7]=[CH:6][CH:5]=[CH:4][C:3]=1[C:8]1[N:9]=[C:10]2[C:19]3[C:14](=[CH:15][CH:16]=[CH:17][CH:18]=3)[CH:13]=[CH:12][N:11]2[CH:20]=1.[N:21]([O-])=O.[Na+]>C(O)(=O)C.O>[NH2:21][C:20]1[N:11]2[CH:12]=[CH:13][C:14]3[C:19]([C:10]2=[N:9][C:8]=1[C:3]1[CH:4]=[CH:5][CH:6]=[CH:7][C:2]=1[CH3:1])=[CH:18][CH:17]=[CH:16][CH:15]=3 |f:1.2|. Reported procedure: In a mixture of 30 ml of acetic acid and 6 ml of water was dissolved 2.5 g of 2-(2-methylphenyl)imidazo[2,1-a]isoquinoline with ice-cooling and stirring. A solution of 3.4 g of sodium nitrite in 12 ml of water was added portionwise to this solution and then the mixture was stirred at room temperature for 1 hour. The resulting crude crystals were collected by filtration and washing. The obtained powder was suspended in a mixture of 30 ml of acetic acid and 15 ml of water. To this suspension was a... The reactants are CSc1ncc(Cl)c(C(=O)NN)n1, O, O=C(Cl)Cc1ccccc1, c1ccncc1. Product: CSc1ncc(Cl)c(C(=O)NNC(=O)Cc2ccccc2)n1. RXN SMILES: [Cl:1][c:2]1[c:3]([C:10](=[O:11])[NH:12][NH2:13])[n:4][c:5]([S:8][CH3:9])[n:6][cH:7]1.[OH2:30].[c:14]1([CH2:20][C:21](=[O:22])[Cl:23])[cH:15][cH:16][cH:17][cH:18][cH:19]1.[cH:24]1[cH:25][cH:26][n:27][cH:28][cH:29]1>>[Cl:1][c:2]1[c:3]([C:10](=[O:11])[NH:12][NH:13][C:21]([CH2:20][c:14]2[cH:15][cH:16][cH:17][cH:18][cH:19]2)=[O:22])[n:4][c:5]([S:8][CH3:9])[n:6][cH:7]1. The reactants are B.C1CCOC1 (borane THF), C(C1=CC=CC=C1)N(C)CCOC1=C(C#N)C(=CC=C1)Cl (2-[2-(N-benzyl-N-methylamino) ethoxy]-6-chlorobenzonitrile), Cl (hydrogen chloride). The solvent is CCOCC (ether), C1CCOC1 (THF). Yields the product C(C1=CC=CC=C1)N(C)CCOC1=C(CN)C(=CC=C1)Cl (2-[2-(N-benzyl-N-methylamino)ethoxy]-6-chlorobenzylamine). As a reaction SMILES: B.C1COCC1.[CH2:7]([N:14]([CH2:16][CH2:17][O:18][C:19]1[CH:26]=[CH:25][CH:24]=[C:23]([Cl:27])[C:20]=1[C:21]#[N:22])[CH3:15])[C:8]1[CH:13]=[CH:12][CH:11]=[CH:10][CH:9]=1.Cl>C1COCC1.CCOCC>[CH2:7]([N:14]([CH2:16][CH2:17][O:18][C:19]1[CH:26]=[CH:25][CH:24]=[C:23]([Cl:27])[C:20]=1[CH2:21][NH2:22])[CH3:15])[C:8]1[CH:9]=[CH:10][CH:11]=[CH:12][CH:13]=1 |f:0.1|. Procedure: A solution of borane/THF (80 ml, 1M solution) was added to a solution of 2-[2-(N-benzyl-N-methylamino) ethoxy]-6-chlorobenzonitrile (6.02 g) in THF (60 ml) at ambient temperature under nitrogen with stirring. The mixture was stirred at ambient temperature for 4 hours and then boiled under reflux for 1 hour. The mixture was evaporated to dryness and the residue was heated on a steam bath under nitrogen for 1 hour and then 1M hydrochloric acid (100 ml) was added and the mixture was heated for a fu... Starting materials: CC=1C(C(CCC1)(C)C)=O (2,6,6-trimethyl-2-cyclohexen-1-one), [OH-].[Na+] (NaOH), COS(=O)(=O)OC ((CH3)2SO4), S(C)C ((CH3)2S). Run in CS(=O)C (DMSO). The product is CC=1C2(CO2)C(CCC1)(C)C (4,8,8-trimethyl-1-oxaspiro[2.5]oct-4-ene). Yield: 73.0%. RXN SMILES: [CH3:1][C:2]1[C:3](=[O:10])[C:4]([CH3:9])([CH3:8])[CH2:5][CH2:6][CH:7]=1.[CH3:11]OS(OC)(=O)=O.S(C)C.[OH-].[Na+]>CS(C)=O>[CH3:1][C:2]1[C:3]2([C:4]([CH3:9])([CH3:8])[CH2:5][CH2:6][CH:7]=1)[O:10][CH2:11]2 |f:3.4|. Procedure details: Prepared under the conditions described in a., starting from 25.0 g (181 mmol) of 2,6,6-trimethyl-2-cyclohexen-1-one, 31.9 g (253 mmol) of (CH3)2SO4, 17.0 g (274 mmol) of (CH3)2S and 43.0 g (1086 mmol) of NaOH in 60 ml of DMSO. 22.09 G of the desired product, 91% pure, were obtained. Reactants: CC=CC(=O)Cl, CCO, Oc1ccc(Nc2ccccc2)cc1, [Na+], [Na], [OH-], O, c1ccccc1. The product is CC=CC(=O)Oc1ccc(Nc2ccccc2)cc1. Reaction SMILES: [C:1]([CH:2]=[CH:3][CH3:4])(=[O:5])[Cl:6].[CH3:31][CH2:32][OH:33].[NH:8]([c:9]1[cH:10][cH:11][cH:12][cH:13][cH:14]1)[c:15]1[cH:16][cH:17][c:18]([OH:21])[cH:19][cH:20]1.[Na+:30].[Na:7].[OH-:29].[OH2:22].[cH:23]1[cH:24][cH:25][cH:26][cH:27][cH:28]1>>[C:1]([CH:2]=[CH:3][CH3:4])(=[O:5])[O:21][c:18]1[cH:17][cH:16][c:15]([NH:8][c:9]2[cH:10][cH:11][cH:12][cH:13][cH:14]2)[cH:20][cH:19]1. Starting materials: CC1=CC=C(C=C1)OC (p-methylanisole), C(=O)(OCC)CCC(=O)Cl (β-carbethoxypropionylchloride), [Al+3].[Cl-].[Cl-].[Cl-] (AlCl3). Solvent: C(Cl)Cl (CH2Cl2). Conditions: time 20 hour. Yields the product C(C)OC(CCC(C1=C(C=CC(=C1)C)OC)=O)=O (Ethyl-4-keto-γ-(2-methoxy-5-methylphenyl)-butyrate). As a reaction SMILES: [CH3:1][C:2]1[CH:7]=[CH:6][C:5]([O:8][CH3:9])=[CH:4][CH:3]=1.[C:10]([CH2:15][CH2:16][C:17](Cl)=[O:18])([O:12][CH2:13][CH3:14])=[O:11].[Al+3].[Cl-].[Cl-].[Cl-]>C(Cl)Cl>[CH2:13]([O:12][C:10](=[O:11])[CH2:15][CH2:16][C:17](=[O:18])[C:4]1[CH:3]=[C:2]([CH3:1])[CH:7]=[CH:6][C:5]=1[O:8][CH3:9])[CH3:14] |f:2.3.4.5|. Reported procedure: A solution of p-methylanisole (100 g, 0.81 mole), β-carbethoxypropionylchloride (96%, 230 g, 1.22 mole), and CH2Cl2 (800 mL) was stirred under N2 at 0° as AlCl3 (131 g, 0.94 mole) was added over 2 hours. The reaction mixture was stirred at room temperature for 20 hours, then was poured onto ice and the layers were separated. The aqueous layer was extracted with CH2Cl2. The combined organic layers were washed with water, saturated aqueous NaHCO3, 1N KOH, H2O, saturated aqueous NaCl, dried (MgSO4)... Starting materials: ClC=1C=CC2=C(CS(C3=C(O2)C=CC=C3)(=O)=O)C1 (2-chloro-11H-dibenz (b,f)-1,4-oxathiepin 10,10-dioxide), [H-].[Na+] (sodium hydride), C(C)O (ethanol), N1(CCCCC1)CCCCl (3-piperidinopropyl chloride). The solvent is CN(C=O)C (dimethylformamide), O (water). Reaction conditions: temperature 70 celsius, time 4.5 hour. The product is ClC=1C=CC2=C(C(S(C3=C(O2)C=CC=C3)(=O)=O)CCCN3CCCCC3)C1 (2-Chloro-11-(3-piperidinopropyl)-11H-dibenz (b,f)-1,4-oxathiepin 10,10-Dioxide). Reaction SMILES: [Cl:1][C:2]1[CH:3]=[CH:4][C:5]2[O:11][C:10]3[CH:12]=[CH:13][CH:14]=[CH:15][C:9]=3[S:8](=[O:17])(=[O:16])[CH2:7][C:6]=2[CH:18]=1.[H-].[Na+].[N:21]1([CH2:27][CH2:28][CH2:29]Cl)[CH2:26][CH2:25][CH2:24][CH2:23][CH2:22]1.C(O)C>CN(C)C=O.O>[Cl:1][C:2]1[CH:3]=[CH:4][C:5]2[O:11][C:10]3[CH:12]=[CH:13][CH:14]=[CH:15][C:9]=3[S:8](=[O:16])(=[O:17])[CH:7]([CH2:29][CH2:28][CH2:27][N:21]3[CH2:26][CH2:25][CH2:24][CH2:23][CH2:22]3)[C:6]=2[CH:18]=1 |f:1.2|. Procedure details: A solution of 4.18 g 2-chloro-11H-dibenz (b,f)-1,4-oxathiepin 10,10-dioxide in 40 ml of dimethylformamide was treated with 0.65 g of sodium hydride and the mixture stirred for 4.5 hours at 70° C. Thereafter, 10 ml of 3-piperidinopropyl chloride were added and the mixture stirred for 3.5 hours at 70° C. It was then decomposed by dropwise addition of 4 ml of ethanol and diluted with 700 ml of water and extracted with benzene. From the benzene solution the base was extracted with 100 ml of 3M-HCl. ... Reactants: Br, [H-], CCI, Nc1ncc(Br)cc1CO, [Na+], CN(C)C=O. Reaction SMILES: [BrH:1].[H-:13].[I:14][CH2:15][CH3:16].[NH2:2][c:3]1[n:4][cH:5][c:6]([Br:11])[cH:7][c:8]1[CH2:9][OH:10].[Na+:12].[O:17]=[CH:18][N:19]([CH3:20])[CH3:21]>>[NH2:2][c:3]1[n:4][cH:5][c:6]([Br:11])[cH:7][c:8]1[CH2:9][O:10][CH2:15][CH3:16]. Yields the product CCOCc1cc(Br)cnc1N. Starting materials: C(#N)C1=C(N=C(N1C(C1=CC=CC=C1)(C1=CC=CC=C1)C1=CC=CC=C1)CCC)C(CC)=O (5-cyano-4-propionyl-2-propyl-1-tritylimidazole), solution, C[Mg]Br (methylmagnesium bromide). Run in O1CCCC1 (tetrahydrofuran). The product is C(#N)C1=C(N=C(N1C(C1=CC=CC=C1)(C1=CC=CC=C1)C1=CC=CC=C1)CCC)C(CC)(C)O (5-Cyano-4-(1-hydroxy-1-methylpropyl)-2-propyl-1-tritylimidazole). As a reaction SMILES: [C:1]([C:3]1[N:7]([C:8]([C:21]2[CH:26]=[CH:25][CH:24]=[CH:23][CH:22]=2)([C:15]2[CH:20]=[CH:19][CH:18]=[CH:17][CH:16]=2)[C:9]2[CH:14]=[CH:13][CH:12]=[CH:11][CH:10]=2)[C:6]([CH2:27][CH2:28][CH3:29])=[N:5][C:4]=1[C:30](=[O:33])[CH2:31][CH3:32])#[N:2].[CH3:34][Mg]Br>O1CCCC1>[C:1]([C:3]1[N:7]([C:8]([C:15]2[CH:16]=[CH:17][CH:18]=[CH:19][CH:20]=2)([C:9]2[CH:10]=[CH:11][CH:12]=[CH:13][CH:14]=2)[C:21]2[CH:26]=[CH:25][CH:24]=[CH:23][CH:22]=2)[C:6]([CH2:27][CH2:28][CH3:29])=[N:5][C:4]=1[C:30]([OH:33])([CH3:34])[CH2:31][CH3:32])#[N:2]. Procedure details: Following the procedure described in Preparation 17, but using 5.00 g of 5-cyano-4-propionyl-2-propyl-1-tritylimidazole (prepared as described in Preparation 16) and 12.5 ml of a 1M solution of methylmagnesium bromide in tetrahydrofuran, 3.32 g of the title compound were obtained as a crystalline powder, melting at above 120° C. (softening at 110° C.). Starting materials: CN1N=C(C=C1OC1=NC(=CC=C1)CNC=O)C(F)(F)F (2-(1-methyl-3-trifluoromethylpyrazol-5-yloxy)-6-(formylaminomethyl)-pyridine), Cl (HCl). Solvent: C1CCOC1 (THF). Run at temperature 50 celsius, time 1 hour. The product is CN1N=C(C=C1OC1=NC(=CC=C1)CNC)C(F)(F)F (2-(1-Methyl-3-trifluoromethylpyrazol-5-yloxy)-6-(methylaminomethyl)-pyridine). RXN SMILES: [CH3:1][N:2]1[C:6]([O:7][C:8]2[CH:13]=[CH:12][CH:11]=[C:10]([CH2:14][NH:15][CH:16]=O)[N:9]=2)=[CH:5][C:4]([C:18]([F:21])([F:20])[F:19])=[N:3]1.Cl>C1COCC1>[CH3:1][N:2]1[C:6]([O:7][C:8]2[CH:13]=[CH:12][CH:11]=[C:10]([CH2:14][NH:15][CH3:16])[N:9]=2)=[CH:5][C:4]([C:18]([F:21])([F:20])[F:19])=[N:3]1. Procedure details: 4.40 g (14.7 mmol) of 2-(1-methyl-3-trifluoromethylpyrazol-5-yloxy)-6-(formylaminomethyl)-pyridine were dissolvej in 45 ml of anhydrous THF under an inert gas atmosphere and at 0° C. 4.17 ml (44.0 mmol) of borane dimethylsulfide complex were added to the solution. The mixture was heated at 50° C. for 2.5 h. After cooling to room temperature, the reaction solution was admixed with 100 ml of 2 N HCl, stirred for 1 h and then extracted with ethyl acetate. The aqueous phase was rendered alkaline wit...